Dataset: the Open Reaction Database (ORD), a public repository of structured organic reaction records. Task: describe an organic reaction: reactants, conditions, products, and yield Starting materials: C(C)(C)(C)OC(=O)C1(CCOCC1)S(=O)(=O)N1CCC(CC1)CC=O (4-[4-(2-oxo-ethyl)-piperidine-1-sulfonyl]-tetrahydro-pyran-4-carboxylic acid tert-butyl ester), [BH4-].[Na+] (NaBH4). Solvent: CO (MeOH). Reaction conditions: time 2 hour. Yields the product C(C)(C)(C)OC(=O)C1(CCOCC1)S(=O)(=O)N1CCC(CC1)CCO (4-[4-(2-hydroxy-ethyl)-piperidine-1-sulfonyl]-tetrahydro-pyran-4-carboxylic acid tert-butyl ester). As a reaction SMILES: [C:1]([O:5][C:6]([C:8]1([S:14]([N:17]2[CH2:22][CH2:21][CH:20]([CH2:23][CH:24]=[O:25])[CH2:19][CH2:18]2)(=[O:16])=[O:15])[CH2:13][CH2:12][O:11][CH2:10][CH2:9]1)=[O:7])([CH3:4])([CH3:3])[CH3:2].[BH4-].[Na+]>CO>[C:1]([O:5][C:6]([C:8]1([S:14]([N:17]2[CH2:18][CH2:19][CH:20]([CH2:23][CH2:24][OH:25])[CH2:21][CH2:22]2)(=[O:16])=[O:15])[CH2:13][CH2:12][O:11][CH2:10][CH2:9]1)=[O:7])([CH3:4])([CH3:3])[CH3:2] |f:1.2|. Reported procedure: The aldehyde from Example A6 (1.43 g, 3.81 mmol) in MeOH (15 mL) at 0° C. was treated with NaBH4 (144 mg, 3.81 mmol) in portions. Upon completion of addition, the ice bath was removed, and the mixture was stirred at room temperature for 2 hr. The reaction was then quenched with saturated NH4Cl (˜5 mL). After adding water (15 mL), the mixture was extracted with methylene chloride (3×30 mL). The organics were dried (magnesium sulfate). Concentration in vacuo afforded the alcohol as an oil (1.44 g,... Starting materials: BrC=1C=CC(=C(C1)C=1SC=C(N1)C(=O)OCC)F (ethyl 2-(5-bromo-2-fluoro-phenyl)thiazole-4-carboxylate), [OH-].[Li+] (lithium hydroxide). The solvent is CO (methanol), O (water). Conditions: temperature 50 celsius, time 2 hour. Product: BrC=1C=CC(=C(C1)C=1SC=C(N1)C(=O)O)F (2-(5-bromo-2-fluoro-phenyl)thiazole-4-carboxylic acid). Isolated yield 88.9%. RXN SMILES: [Br:1][C:2]1[CH:3]=[CH:4][C:5]([F:18])=[C:6]([C:8]2[S:9][CH:10]=[C:11]([C:13]([O:15]CC)=[O:14])[N:12]=2)[CH:7]=1.[OH-].[Li+]>CO.O>[Br:1][C:2]1[CH:3]=[CH:4][C:5]([F:18])=[C:6]([C:8]2[S:9][CH:10]=[C:11]([C:13]([OH:15])=[O:14])[N:12]=2)[CH:7]=1 |f:1.2|. Procedure: To a solution of ethyl 2-(5-bromo-2-fluoro-phenyl)thiazole-4-carboxylate (8.97 mmol, 2960 mg) in methanol (40 mL) and water (10 mL) was added lithium hydroxide (1.6 equiv., 14.2 mmol, 347 mg). The reaction mixture was stirred at 50° C. for 2 hours. The reaction mixture was cooled to room temperature, concentrated, suspended in water, and then quenched with 2N HCl(aq.). The solid was collected, washed with water, and dried under high vacuum to afford 2-(5-bromo-2-fluoro-phenyl)thiazole-4-carboxyl... Reactants: ClCCl, Cc1c(NC(C(=O)O)C(C)O)ccc(C#N)c1Cl, Cc1c(NC(C(=O)NNC(=O)c2ccccc2)C(C)O)ccc(C#N)c1Cl, NNC(=O)c1ccc(O)cc1. As a reaction SMILES: [CH2:57]([Cl:58])[Cl:59].[Cl:1][c:2]1[c:3]([CH3:18])[c:4]([NH:10][CH:11]([C:12](=[O:13])[OH:14])[CH:15]([CH3:16])[OH:17])[cH:5][cH:6][c:7]1[C:8]#[N:9].[Cl:30][c:31]1[c:32]([CH3:33])[c:34]([NH:35][CH:36]([CH:37]([OH:38])[CH3:39])[C:40]([NH:41][NH:42][C:43](=[O:44])[c:45]2[cH:46][cH:47][cH:48][cH:49][cH:50]2)=[O:51])[cH:52][cH:53][c:54]1[C:55]#[N:56].[OH:19][c:20]1[cH:21][cH:22][c:23]([C:24](=[O:25])[NH:26][NH2:27])[cH:28][cH:29]1>>[Cl:1][c:2]1[c:3]([CH3:18])[c:4]([NH:10][CH:11]([C:12](=[O:14])[NH:27][NH:26][C:24]([c:23]2[cH:22][cH:21][c:20]([OH:19])[cH:29][cH:28]2)=[O:25])[CH:15]([CH3:16])[OH:17])[cH:5][cH:6][c:7]1[C:8]#[N:9]. The product is Cc1c(NC(C(=O)NNC(=O)c2ccc(O)cc2)C(C)O)ccc(C#N)c1Cl. Starting materials: C(C(=C)C)(=O)OCCCC (n-butyl methacrylate), C5, C(C(=C)C)(=O)OCC (ethyl methacrylate), C(C(=C)C)(=O)OCCOC(C(=C)C)=O (ethylene glycol dimethacrylate), CCCCCCCCCCCCOS(=O)(=O)[O-].[Na+] (SDS), S(=O)(=O)([O-])OOS(=O)(=O)[O-].[Na+].[Na+] (sodium persulfate), C(C(=C)C)(=O)O (methacrylic acid). Yields the product C(C(=C)C)(=O)OCC.C(C(=C)C)(=O)OCCCC.C(C(=C)C)(=O)OCCOC(C(=C)C)=O.C(C(=C)C)(=O)O (Ethyl Methacrylate n-Butyl Methacrylate Ethylene Glycol Dimethacrylate Methacrylic Acid). As a reaction SMILES: CCCCCCCCCCCCOS([O-])(=O)=O.[Na+].S(OOS([O-])(=O)=O)([O-])(=O)=O.[Na+].[Na+].[C:31]([O:36][CH2:37][CH3:38])(=[O:35])[C:32]([CH3:34])=[CH2:33].[C:39]([O:44][CH2:45][CH2:46][CH2:47][CH3:48])(=[O:43])[C:40]([CH3:42])=[CH2:41].[C:49]([OH:54])(=[O:53])[C:50]([CH3:52])=[CH2:51].[C:55]([O:60][CH2:61][CH2:62][O:63][C:64](=[O:68])[C:65]([CH3:67])=[CH2:66])(=[O:59])[C:56]([CH3:58])=[CH2:57]>>[C:31]([O:36][CH2:37][CH3:38])(=[O:35])[C:32]([CH3:34])=[CH2:33].[C:39]([O:44][CH2:45][CH2:46][CH2:47][CH3:48])(=[O:43])[C:40]([CH3:42])=[CH2:41].[C:55]([O:60][CH2:61][CH2:62][O:63][C:64](=[O:68])[C:65]([CH3:67])=[CH2:66])(=[O:59])[C:56]([CH3:58])=[CH2:57].[C:49]([OH:54])(=[O:53])[C:50]([CH3:52])=[CH2:51] |f:0.1,2.3.4,9.10.11.12|. Procedure: Same as C5 except that the monomer emulsion was composed of 5 g of SDS, 1 g of sodium persulfate, 60 g of ethyl methacrylate, 100 g of n-butyl methacrylate, 20 g of methacrylic acid, and 20 g of ethylene glycol dimethacrylate. The final particle size was 34 nm, % solids was 21.1% and Tg was 89° C. Starting materials: BrCC(=O)OC(C)(C)C (tert-Butyl 2-bromoacetate), FC(C(=O)NCC1=CC(=CC=C1)[N+](=O)[O-])(F)F (2,2,2-trifluoro-N-(3-nitrobenzyl)acetamide), C(=O)([O-])[O-].[Cs+].[Cs+] (Cs2CO3). Solvent: CCOC(=O)C (EtOAc), CN(C)C=O (DMF). Run at time 15 hour. Yields the product FC(C(=O)N(CC1=CC(=CC=C1)[N+](=O)[O-])CC(=O)OC(C)(C)C)(F)F (tert-butyl 2-(2,2,2-trifluoro-N-(3-nitrobenzyl)acetamido)acetate). Isolated yield 61.0%. RXN SMILES: Br[CH2:2][C:3]([O:5][C:6]([CH3:9])([CH3:8])[CH3:7])=[O:4].[F:10][C:11]([F:26])([F:25])[C:12]([NH:14][CH2:15][C:16]1[CH:21]=[CH:20][CH:19]=[C:18]([N+:22]([O-:24])=[O:23])[CH:17]=1)=[O:13].C([O-])([O-])=O.[Cs+].[Cs+]>CN(C=O)C.CCOC(C)=O>[F:10][C:11]([F:25])([F:26])[C:12]([N:14]([CH2:2][C:3]([O:5][C:6]([CH3:9])([CH3:8])[CH3:7])=[O:4])[CH2:15][C:16]1[CH:21]=[CH:20][CH:19]=[C:18]([N+:22]([O-:24])=[O:23])[CH:17]=1)=[O:13] |f:2.3.4|. Reported procedure: tert-Butyl 2-bromoacetate was added to a solution of 52A (950 mg, 3.8 mmol) in DMF (8 mL) with Cs2CO3 (1.5 g, 4.6 mmol) and stirred 15 h. The reaction mixture was diluted with EtOAc, washed with water, brine, dried over Na2SO4 and concentrated in vacuo. The crude product was purified by flash chromatography (0% to 60% EtOAc in hexanes) to afford 52B (850 mg, 61%) as a clear oil. MS (ESI) m/z 361.3 (M−H)−. Reported procedure: Cis-methyl 2-(3,4-difluorobenzyl)-4-(3-oxo-2,3-dihydroisoxazol-5-yl)piperidine-1-carboxylate (1.36 g, 3.87 mmol) was subjected to chiral preparative HPLC (Column: Chiralpak AD (250×20), 5 μm particle size, mobile phase: Heptane/EtOH/FA 90/10/0.2, flow rate 18 mL/min) to yield (2R,4S)-methyl 2-(3,4-difluorobenzyl)-4-(3-oxo-2,3-dihydroisoxazol-5-yl)piperidine-1-carboxylate (550 mg (40%), Chiral purity 98.2% ee, Optical rotation [α]D20=+15.0 (acetonitrile, c=1) and (2S,4R)-methyl 2-(3,4-difluoroben... Yields the product FC=1C=C(C[C@@H]2N(CC[C@@H](C2)C2=CC(NO2)=O)C(=O)OC)C=CC1F ((2R,4S)-methyl 2-(3,4-difluorobenzyl)-4-(3-oxo-2,3-dihydroisoxazol-5-yl)piperidine-1-carboxylate), FC=1C=C(C[C@H]2N(CC[C@H](C2)C2=CC(NO2)=O)C(=O)OC)C=CC1F ((2S,4R)-methyl 2-(3,4-difluorobenzyl)-4-(3-oxo-2,3-dihydroisoxazol-5-yl)piperidine-1-carboxylate). RXN SMILES: [F:1][C:2]1[CH:3]=[C:4]([CH:22]=[CH:23][C:24]=1[F:25])[CH2:5][C@H:6]1[CH2:11][C@@H:10]([C:12]2[O:16][NH:15][C:14](=[O:17])[CH:13]=2)[CH2:9][CH2:8][N:7]1[C:18]([O:20][CH3:21])=[O:19].CCCCCCC.CCO>C(#N)C>[F:1][C:2]1[CH:3]=[C:4]([CH:22]=[CH:23][C:24]=1[F:25])[CH2:5][C@H:6]1[CH2:11][C@@H:10]([C:12]2[O:16][NH:15][C:14](=[O:17])[CH:13]=2)[CH2:9][CH2:8][N:7]1[C:18]([O:20][CH3:21])=[O:19].[F:1][C:2]1[CH:3]=[C:4]([CH:22]=[CH:23][C:24]=1[F:25])[CH2:5][C@@H:6]1[CH2:11][C@H:10]([C:12]2[O:16][NH:15][C:14](=[O:17])[CH:13]=2)[CH2:9][CH2:8][N:7]1[C:18]([O:20][CH3:21])=[O:19] |f:1.2|. Isolated yield 87.4%. Run in C(C)#N (acetonitrile), C(C)#N (acetonitrile). Starting materials: FC=1C=C(C[C@@H]2N(CC[C@@H](C2)C2=CC(NO2)=O)C(=O)OC)C=CC1F (Cis-methyl 2-(3,4-difluorobenzyl)-4-(3-oxo-2,3-dihydroisoxazol-5-yl)piperidine-1-carboxylate), CCCCCCC.CCO (Heptane EtOH).